From a dataset of the Open Reaction Database (ORD), a public repository of structured organic reaction records. describe an organic reaction: reactants, conditions, products, and yield Starting materials: C(CCC)[Li] (n-butyllithium), C(O)([O-])=O.[Na+] (sodium hydrogencarbonate), BrC1=NC=CC=C1 (2-Bromopyridine), C1[C@H](C)O1 ((S)-(−)-propylene oxide), B(F)(F)F.CCOCC (boron trifluoride diethyl etherate), [Cl-].[Na+] (sodium chloride). The solvent is C(C)OCC (diethyl ether). Run at time 5 minute. Yields the product N1=C(C=CC=C1)C[C@H](C)O ((S)-1-(2-pyridyl)-2-propanol). As a reaction SMILES: Br[C:2]1[CH:7]=[CH:6][CH:5]=[CH:4][N:3]=1.C([Li])CCC.[CH2:13]1[O:16][C@H:14]1[CH3:15].B(F)(F)F.CCOCC.C(=O)([O-])O.[Na+].[Cl-].[Na+]>C(OCC)C>[N:3]1[CH:4]=[CH:5][CH:6]=[CH:7][C:2]=1[CH2:13][C@@H:14]([OH:16])[CH3:15] |f:3.4,5.6,7.8|. Reported procedure: 2-Bromopyridine (1.58 g) was dissolved in diethyl ether (20 ml). To the solution was added at −60° C. n-butyllithium (1.6M hexane solution, 6.25 ml). The mixture was stirred for 5 minutes at the same temperature. To the reaction mixture were added (S)-(−)-propylene oxide (1.00 ml) and boron trifluoride diethyl etherate (1.23 ml) successively. The mixture was stirred for 20 minutes at the same temperature. To the reaction mixture was added 5% sodium hydrogencarbonate (30 ml), which was then subje... Reactants: C=C(CBr)C(=O)O, CCCCOc1ccc(S(=O)O)cc1, CN(C)C=O, [Na+], [Na+], [Na], O=C([O-])[O-]. Yields the product C=C(CS(=O)(=O)c1ccc(OCCCC)cc1)C(=O)O. As a reaction SMILES: [Br:1][CH2:2][C:3]([C:4](=[O:5])[OH:6])=[CH2:7].[CH2:8]([CH2:9][CH2:10][CH3:11])[O:12][c:13]1[cH:14][cH:15][c:16]([S:19](=[O:20])[OH:21])[cH:17][cH:18]1.[CH3:29][N:30]([CH3:31])[CH:32]=[O:33].[Na+:23].[Na+:24].[Na:22].[O-:25][C:26](=[O:27])[O-:28]>>[CH2:2]([C:3]([C:4](=[O:5])[OH:6])=[CH2:7])[S:19]([c:16]1[cH:15][cH:14][c:13]([O:12][CH2:8][CH2:9][CH2:10][CH3:11])[cH:18][cH:17]1)(=[O:20])=[O:21]. The reactants are C(#C)C=1C=NN2C1N=C(C=C2C(F)(F)F)C2=CC=C(C=C2)C(F)(F)F (3-ethynyl-7-trifluoromethyl-5-(4-trifluoromethyl-phenyl)-pyrazolo[1,5-a]pyrimidine), BrC=1C=CC(=NC1)C (5-bromo-2-methyl-pyridine). Yields the product CC1=CC=C(C=N1)C#CC=1C=NN2C1N=C(C=C2C(F)(F)F)C2=CC=C(C=C2)C(F)(F)F (3-(6-Methyl-pyridin-3-ylethynyl)-7-trifluoromethyl-5-(4-trifluoromethyl-phenyl)-pyrazolo[1,5-a]pyrimidine), solid. Yield: 52.0%. Reaction SMILES: [C:1]([C:3]1[CH:4]=[N:5][N:6]2[C:11]([C:12]([F:15])([F:14])[F:13])=[CH:10][C:9]([C:16]3[CH:21]=[CH:20][C:19]([C:22]([F:25])([F:24])[F:23])=[CH:18][CH:17]=3)=[N:8][C:7]=12)#[CH:2].Br[C:27]1[CH:28]=[CH:29][C:30]([CH3:33])=[N:31][CH:32]=1>>[CH3:33][C:30]1[N:31]=[CH:32][C:27]([C:2]#[C:1][C:3]2[CH:4]=[N:5][N:6]3[C:11]([C:12]([F:14])([F:13])[F:15])=[CH:10][C:9]([C:16]4[CH:21]=[CH:20][C:19]([C:22]([F:25])([F:24])[F:23])=[CH:18][CH:17]=4)=[N:8][C:7]=23)=[CH:28][CH:29]=1. Procedure: The title compound was prepared from 3-ethynyl-7-trifluoromethyl-5-(4-trifluoromethyl-phenyl)-pyrazolo[1,5-a]pyrimidine (example C.1) (355 mg, 1.0 mmol) and 5-bromo-2-methyl-pyridine [CAS 3430-13-5; commercially available] (237 mg, 1.1 mmol) according to general procedure II. Obtained as a light brown solid (230 mg, 52%). MS (ISP) 447.2 [(M+H)+]; mp 195° C.